This data is from the Open Reaction Database (ORD), a public repository of structured organic reaction records. The task is: describe an organic reaction: reactants, conditions, products, and yield The reactants are N#Cc1ccc(B(O)O)cc1, Cc1ccccc1, Cc1nc(C(F)(F)F)ccc1Cn1nc2c(-c3ccncc3)c(Cl)ccn2c1=O, [Na+], [Na+], O=C([O-])[O-]. The product is Cc1nc(C(F)(F)F)ccc1Cn1nc2c(-c3ccncc3)c(-c3ccc(C#N)cc3)ccn2c1=O. Reaction SMILES: [C:30](#[N:31])[c:32]1[cH:33][cH:34][c:35]([B:38]([OH:39])[OH:40])[cH:36][cH:37]1.[CH3:47][c:48]1[cH:49][cH:50][cH:51][cH:52][cH:53]1.[Cl:1][c:2]1[c:3](-[c:24]2[cH:25][cH:26][n:27][cH:28][cH:29]2)[c:4]2[n:5]([cH:6][cH:7]1)[c:8](=[O:23])[n:9]([CH2:11][c:12]1[c:13]([CH3:22])[n:14][c:15]([C:18]([F:19])([F:20])[F:21])[cH:16][cH:17]1)[n:10]2.[Na+:41].[Na+:42].[O-:43][C:44](=[O:45])[O-:46]>>[c:2]1(-[c:35]2[cH:34][cH:33][c:32]([C:30]#[N:31])[cH:37][cH:36]2)[c:3](-[c:24]2[cH:25][cH:26][n:27][cH:28][cH:29]2)[c:4]2[n:5]([cH:6][cH:7]1)[c:8](=[O:23])[n:9]([CH2:11][c:12]1[c:13]([CH3:22])[n:14][c:15]([C:18]([F:19])([F:20])[F:21])[cH:16][cH:17]1)[n:10]2. The reactants are C(C1=CC=CC=C1)OC(NC(CC=1N(C=NC1)C(C1=CC=CC=C1)(C1=CC=CC=C1)C1=CC=CC=C1)C(N(CC(NCC(C)(C1=CC=CC=C1)C)=O)CC1=CC=C(C=C1)OCC1=CC=CC=C1)=O)=O ([1-{(4-Benzyloxy-benzyl)-[(2-methyl-2-phenyl-propylcarbamoyl)-methyl]-carbamoyl}-2-(3-trityl-3H-imidazole-4-yl)-ethyl]-carbamic Acid Benzyl Ester), C(C)(=O)O (acetic acid). The solvent is O (water). Run at temperature 90 celsius, time 30 minute. Yields the product C(C1=CC=CC=C1)OC(N[C@@H](CC=1NC=NC1)C(N(CC(NCC(C)(C1=CC=CC=C1)C)=O)CC1=CC=C(C=C1)OCC1=CC=CC=C1)=O)=O ((S)-[1-{(4-benzyloxy-benzyl)-[(2-methyl-2-phenyl-propylcarbamoyl)-methyl]-carbamoyl}-2-(3H-imidazole-4-yl)-ethyl]-carbamic acid benzyl ester). The yield is 91.7%. RXN SMILES: [CH2:1]([O:8][C:9](=[O:69])[NH:10][CH:11]([C:37](=[O:68])[N:38]([CH2:53][C:54]1[CH:59]=[CH:58][C:57]([O:60][CH2:61][C:62]2[CH:67]=[CH:66][CH:65]=[CH:64][CH:63]=2)=[CH:56][CH:55]=1)[CH2:39][C:40](=[O:52])[NH:41][CH2:42][C:43]([CH3:51])([C:45]1[CH:50]=[CH:49][CH:48]=[CH:47][CH:46]=1)[CH3:44])[CH2:12][C:13]1[N:14](C(C2C=CC=CC=2)(C2C=CC=CC=2)C2C=CC=CC=2)[CH:15]=[N:16][CH:17]=1)[C:2]1[CH:7]=[CH:6][CH:5]=[CH:4][CH:3]=1.C(O)(=O)C>O>[CH2:1]([O:8][C:9](=[O:69])[NH:10][C@H:11]([C:37](=[O:68])[N:38]([CH2:53][C:54]1[CH:55]=[CH:56][C:57]([O:60][CH2:61][C:62]2[CH:67]=[CH:66][CH:65]=[CH:64][CH:63]=2)=[CH:58][CH:59]=1)[CH2:39][C:40](=[O:52])[NH:41][CH2:42][C:43]([CH3:51])([C:45]1[CH:50]=[CH:49][CH:48]=[CH:47][CH:46]=1)[CH3:44])[CH2:12][C:13]1[NH:14][CH:15]=[N:16][CH:17]=1)[C:2]1[CH:7]=[CH:6][CH:5]=[CH:4][CH:3]=1. Procedure: To a solution of the trityl compound from Step 5 (2.25 g, 2.4 mmol) was added glacial acetic acid (20 mL) and water (5 mL). The mixture was stirred at 90° C. for 30 minutes, then cooled and concentrated. The residue was taken up in ethyl acetate. The organic solution was washed twice with saturated NaHCO3, brine, and dried over MgSO4. The solution was concentrated and the compound purified by flash chromatography (0%-8% methanol in methylene chloride) to give the title compound (1.5 g, 2.2 mmol,...